Dataset: the Open Reaction Database (ORD), a public repository of structured organic reaction records. Task: describe an organic reaction: reactants, conditions, products, and yield The reactants are ClC1=CC2=C(OC3=C(CN2C=2C(C(C2OCC)=O)=O)C=CC=C3)C=C1 (3-(8-Chloro-dibenz[b,f][1,4]oxazepin-10(11H)-yl)-4-ethoxy-3-cyclobutene-1,2-dione), NCC1=CC=NC=C1 (4-(aminomethyl)pyridine), C1(=CC=CC=C1)OC1=CC=CC=C1 (diphenylether). Solvent: CCCCCC (hexane). Conditions: time 16 hour. Product: Cl.ClC1=CC2=C(OC3=C(CN2C=2C(C(C2NCC2=CC=NC=C2)=O)=O)C=CC=C3)C=C1 (3-(8-Chlorodibenz[b,f][1,4]oxazepin-10(11H)-yl)-4-[(4-pyridinylmethyl)amino]-3-cyclobutene-1,2-dione, hydrochloride). Reaction SMILES: [Cl:1][C:2]1[CH:25]=[CH:24][C:5]2[O:6][C:7]3[CH:23]=[CH:22][CH:21]=[CH:20][C:8]=3[CH2:9][N:10]([C:11]3[C:12](=[O:19])[C:13](=[O:18])[C:14]=3OCC)[C:4]=2[CH:3]=1.[NH2:26][CH2:27][C:28]1[CH:33]=[CH:32][N:31]=[CH:30][CH:29]=1.C1(OC2C=CC=CC=2)C=CC=CC=1>CCCCCC>[ClH:1].[Cl:1][C:2]1[CH:25]=[CH:24][C:5]2[O:6][C:7]3[CH:23]=[CH:22][CH:21]=[CH:20][C:8]=3[CH2:9][N:10]([C:11]3[C:12](=[O:19])[C:13](=[O:18])[C:14]=3[NH:26][CH2:27][C:28]3[CH:33]=[CH:32][N:31]=[CH:30][CH:29]=3)[C:4]=2[CH:3]=1 |f:4.5|. Reported procedure: A mixture of the product of Example 5 (0.75 g), 4-(aminomethyl)pyridine (0.14 mL) and diphenylether (2 mL) was heated to reflux for 3 hours. The mixture was cooled and added to hexane (200 mL) and the separated thick oil was recovered by decantation. The oil was triturated with methanol. The precipitated solid was filtered and stirred with methanol at ambient temperature for 16 hours. The solid was then filtered and dissolved in CHCl3 (4 mL). To the solution was added 7 N HCl (1 mL) and the mixt...